Dataset: the Open Reaction Database (ORD), a public repository of structured organic reaction records. Task: describe an organic reaction: reactants, conditions, products, and yield Starting materials: O=C([O-])[O-], Cl, [Cu+2], [K+], [K+], N#C[K], O=N[O-], Cc1c(N)ccc2nc(N)nc(N)c12, [Na+], O, O, O, O, O, O, O=S(=O)([O-])[O-], N#[N+]c1ncc2ccccc2n1. Yields the product Cc1c(C#N)ccc2nc(N)nc(N)c12. Reaction SMILES: [C:36](=[O:37])([O-:38])[O-:39].[ClH:15].[Cu+2:52].[K+:40].[K+:41].[K:20][C:21]#[N:22].[N:16]([O-:17])=[O:18].[NH2:1][c:2]1[n:3][c:4]2[cH:5][cH:6][c:7]([NH2:14])[c:8]([CH3:13])[c:9]2[c:10]([NH2:12])[n:11]1.[Na+:19].[OH2:35].[OH2:42].[OH2:43].[OH2:44].[OH2:45].[OH2:46].[S:47]([O-:48])([O-:49])(=[O:50])=[O:51].[n:23]1[c:24]2[c:25]([cH:26][cH:27][cH:28][cH:29]2)[cH:30][n:31][c:32]1[N+:33]#[N:34]>>[NH2:1][c:2]1[n:3][c:4]2[cH:5][cH:6][c:7]([C:21]#[N:22])[c:8]([CH3:13])[c:9]2[c:10]([NH2:12])[n:11]1. Starting materials: NC1=NC(=C(C(=N1)N)C1=C(C=CC(=C1)[N+](=O)[O-])Cl)C (2,4-diamino-5-(2-chloro-5-nitrophenyl)-6-methyl pyrimidine). The reagents and catalysts are O=[Pt]=O (PtO2). Run in C(C)(=O)O (acetic acid). Product: NC1=NC(=C(C(=N1)N)C1=C(C=CC(=C1)N)Cl)C (2,4-Diamino-5-(5-amino-2-chlorophenyl)-6-methylpyrimidine). As a reaction SMILES: [NH2:1][C:2]1[N:7]=[C:6]([NH2:8])[C:5]([C:9]2[CH:14]=[C:13]([N+:15]([O-])=O)[CH:12]=[CH:11][C:10]=2[Cl:18])=[C:4]([CH3:19])[N:3]=1>C(O)(=O)C.O=[Pt]=O>[NH2:1][C:2]1[N:7]=[C:6]([NH2:8])[C:5]([C:9]2[CH:14]=[C:13]([NH2:15])[CH:12]=[CH:11][C:10]=2[Cl:18])=[C:4]([CH3:19])[N:3]=1. Reported procedure: A solution of 2,4-diamino-5-(2-chloro-5-nitrophenyl)-6-methyl pyrimidine (13.9 g) in acetic acid (500 ml) was reduced under an atmosphere of hydrogen in the presence of PtO2 (0.28 g). The mixture was filtered through hyflo and the filtrate was concentrated. The residue was neutralised with saturated NaHCO3 solution and the product was extracted with ethyl acetate, bulked, dried (MgSO4) and evaporated. Chromatography on SiO2 gel, eluting with CHCl3 to 40% MeOH/CHCl3, gave the desired product, 6 g... Starting materials: ClC=1C=C(C=CC1)C#CC=1N=C(NC1)C (4-(3-chloro-phenylethynyl)-2-methyl-1H-imidazole), ClC=1C=C(N=NC1)C (5-chloro-3-methyl-pyridazine). Yields the product ClC=1C=C(C=CC1)C#CC=1N=C(N(C1)C=1C=C(N=NC1)C)C (5-[4-(3-Chloro-phenylethynyl)-2-methyl-imidazol-1-yl]-3-methyl-pyridazine). As a reaction SMILES: [Cl:1][C:2]1[CH:3]=[C:4]([C:8]#[C:9][C:10]2[N:11]=[C:12]([CH3:15])[NH:13][CH:14]=2)[CH:5]=[CH:6][CH:7]=1.Cl[C:17]1[CH:18]=[C:19]([CH3:23])[N:20]=[N:21][CH:22]=1>>[Cl:1][C:2]1[CH:3]=[C:4]([C:8]#[C:9][C:10]2[N:11]=[C:12]([CH3:15])[N:13]([C:17]3[CH:18]=[C:19]([CH3:23])[N:20]=[N:21][CH:22]=3)[CH:14]=2)[CH:5]=[CH:6][CH:7]=1. Procedure details: The title compound, MS: m/e=309.2 (M+H+), was prepared in accordance with the general method of example 1 from 4-(3-chloro-phenylethynyl)-2-methyl-1H-imidazole and 5-chloro-3-methyl-pyridazine. Product: FC(C(=O)O)(F)F.ClC=1C=C(C=CC1Cl)NC1CCNCC1 (N-(3,4-Dichlorophenyl)-4-piperidinamine trifluoroacetate). Starting materials: ClC=1C=C(NC2CCN(CC2)C(=O)OC(C)(C)C)C=CC1Cl (tert-Butyl 4-(3,4-dichloroanilino)-1-piperidinecarboxylate), FC(C(=O)O)(F)F (trifluoroacetic acid). Solvent: ClCCl (dichloromethane). RXN SMILES: [Cl:1][C:2]1[CH:3]=[C:4]([CH:19]=[CH:20][C:21]=1[Cl:22])[NH:5][CH:6]1[CH2:11][CH2:10][N:9](C(OC(C)(C)C)=O)[CH2:8][CH2:7]1.[F:23][C:24]([F:29])([F:28])[C:25]([OH:27])=[O:26]>ClCCl>[F:23][C:24]([F:29])([F:28])[C:25]([OH:27])=[O:26].[Cl:1][C:2]1[CH:3]=[C:4]([NH:5][CH:6]2[CH2:11][CH2:10][NH:9][CH2:8][CH2:7]2)[CH:19]=[CH:20][C:21]=1[Cl:22] |f:3.4|. Procedure details: The product of step (i) above (6.5 g) was dissolved in dichloromethane (75 ml) and trifluoroacetic acid (25 ml) added. After 72 hours at room temperature the solution was evaporated and the residue triturated under ether to give the sub-titled product as a solid (6.3 g). The reactants are CCN(C(C)C)C(C)C, Cc1c(CCl)sc2c(=O)c(C(=O)NCc3ccc(Cl)cc3)cn(C)c12, CN(C)C=O, O, CNCC(O)c1ccc(CO)cc1. Product: Cc1c(CN(C)CC(O)c2ccc(CO)cc2)sc2c(=O)c(C(=O)NCc3ccc(Cl)cc3)cn(C)c12. RXN SMILES: [CH:39]([N:40]([CH:41]([CH3:42])[CH3:43])[CH2:44][CH3:45])([CH3:46])[CH3:47].[Cl:1][c:2]1[cH:3][cH:4][c:5]([CH2:6][NH:7][C:8](=[O:9])[c:10]2[c:11](=[O:23])[c:12]3[c:13]([n:14]([CH3:16])[cH:15]2)[c:17]([CH3:22])[c:18]([CH2:20][Cl:21])[s:19]3)[cH:24][cH:25]1.[O:48]=[CH:49][N:50]([CH3:51])[CH3:52].[OH2:53].[OH:26][CH2:27][c:28]1[cH:29][cH:30][c:31]([CH:34]([CH2:35][NH:36][CH3:37])[OH:38])[cH:32][cH:33]1>>[Cl:1][c:2]1[cH:3][cH:4][c:5]([CH2:6][NH:7][C:8](=[O:9])[c:10]2[c:11](=[O:23])[c:12]3[c:13]([n:14]([CH3:16])[cH:15]2)[c:17]([CH3:22])[c:18]([CH2:20][N:36]([CH2:35][CH:34]([c:31]2[cH:30][cH:29][c:28]([CH2:27][OH:26])[cH:33][cH:32]2)[OH:38])[CH3:37])[s:19]3)[cH:24][cH:25]1. The reactants are O=C(Cl)OC1CCCC1, CCN1C(=O)C(C)(C)c2cc3[nH]c(-c4n[nH]cc4N)nc3cc21. The product is CCN1C(=O)C(C)(C)c2cc3[nH]c(-c4n[nH]cc4NC(=O)OC4CCCC4)nc3cc21. Reaction SMILES: [Cl:24][C:25](=[O:26])[O:27][CH:28]1[CH2:29][CH2:30][CH2:31][CH2:32]1.[NH2:1][c:2]1[c:3](-[c:7]2[n:8][c:9]3[c:10]([cH:11][c:12]4[c:16]([cH:17]3)[N:15]([CH2:18][CH3:19])[C:14](=[O:20])[C:13]4([CH3:21])[CH3:22])[nH:23]2)[n:4][nH:5][cH:6]1>>[NH:1]([c:2]1[c:3](-[c:7]2[n:8][c:9]3[c:10]([cH:11][c:12]4[c:16]([cH:17]3)[N:15]([CH2:18][CH3:19])[C:14](=[O:20])[C:13]4([CH3:21])[CH3:22])[nH:23]2)[n:4][nH:5][cH:6]1)[C:25](=[O:26])[O:27][CH:28]1[CH2:29][CH2:30][CH2:31][CH2:32]1. Reactants: Cc1cc(Br)ccn1, CC(C)(C)OC(=O)N1CCC(N)C1, CC(C)(C)[O-], Cc1ccccc1, CCOCC, [Na+], CC(=O)[O-], CC(=O)[O-], [Pd+2]. Product: Cc1cc(NC2CCN(C(=O)OC(C)(C)C)C2)ccn1. Reaction SMILES: [Br:1][c:2]1[cH:3][c:4]([CH3:8])[n:5][cH:6][cH:7]1.[C:9](=[O:10])([O:11][C:12]([CH3:13])([CH3:14])[CH3:15])[N:16]1[CH2:17][CH:18]([NH2:21])[CH2:19][CH2:20]1.[CH3:22][C:23]([CH3:24])([O-:25])[CH3:26].[CH3:28][c:29]1[cH:30][cH:31][cH:32][cH:33][cH:34]1.[CH3:35][CH2:36][O:37][CH2:38][CH3:39].[Na+:27].[O-:41][C:42]([CH3:43])=[O:44].[O-:45][C:46]([CH3:47])=[O:48].[Pd+2:40]>>[c:2]1([NH:21][CH:18]2[CH2:17][N:16]([C:9](=[O:10])[O:11][C:12]([CH3:13])([CH3:14])[CH3:15])[CH2:20][CH2:19]2)[cH:3][c:4]([CH3:8])[n:5][cH:6][cH:7]1.